From a dataset of the Open Reaction Database (ORD), a public repository of structured organic reaction records. describe an organic reaction: reactants, conditions, products, and yield Reactants: FC1=CC=C2C(C=CO2)=C1C=O (5-fluorobenzofuran-4-carbaldehyde), C(#N)P(OCC)(OCC)=O (diethyl cyanophosphonate), [H-].[Na+] (sodium hydride), C(C)(=O)OCC (ethyl acetate). Run in C1CCOC1 (THF), O1CCCC1 (tetrahydrofuran), C1CCOC1 (THF), [Cl-].[Na+].O (Brine). Run at time 15 minute. Yields the product COC(COC1=CC(=C(C=C1)F)C)OC (1-(2,2-Dimethoxyethoxy)-4-fluoro-3-methylbenzene). As a reaction SMILES: C(P(=O)(OCC)[O:4][CH2:5]C)#N.[H-].[Na+].[F:13][C:14]1[C:22]([CH:23]=O)=[C:18]2[CH:19]=[CH:20][O:21][C:17]2=[CH:16][CH:15]=1.[C:25](OCC)(=[O:27])C>O1CCCC1.[Cl-].[Na+].O>[CH3:5][O:4][CH:19]([O:27][CH3:25])[CH2:20][O:21][C:17]1[CH:16]=[CH:15][C:14]([F:13])=[C:22]([CH3:23])[CH:18]=1 |f:1.2,6.7.8|. Procedure details: A solution of diethyl cyanophosphonate (2.79 g) in dry tetrahydrofuran (10 ml) was added to a suspension of sodium hydride (60% oil dispersion; 0.63 g) in THF (16 ml) over 5 mins with ice cooling. After 15 min, a solution of 5-fluorobenzofuran-4-carbaldehyde (2.15 g) in THF (10 ml) was added and after 5 mins the solution was warmed up and stirred at room temperature for 3 h. Brine (20 ml) and ethyl acetate (20 ml) were added, the phases separated and the aqueous extracted with ethyl acetate (2×2...